From a dataset of the Open Reaction Database (ORD), a public repository of structured organic reaction records. describe an organic reaction: reactants, conditions, products, and yield Yield: 20.0%. Reactants: C(C1=CC=CC=C1)(C1=CC=CC=C1)(C1=CC=CC=C1)N1C=NC=C1C/C=C/C1=CC(=C(C(=O)OC)C=C1)C1=CC=C(C=C1)F (methyl 4-[(E)-3-(1-tritylimidazol-5-yl)prop-1-en-1-yl]-2-(4-fluorophenyl)benzoate), Cl (HCl), C(C)(=O)O (acetic acid). As a reaction SMILES: C([N:20]1[C:24]([CH2:25]/[CH:26]=[CH:27]/[C:28]2[CH:37]=[CH:36][C:31]([C:32]([O:34][CH3:35])=[O:33])=[C:30]([C:38]3[CH:43]=[CH:42][C:41]([F:44])=[CH:40][CH:39]=3)[CH:29]=2)=[CH:23][N:22]=[CH:21]1)(C1C=CC=CC=1)(C1C=CC=CC=1)C1C=CC=CC=1.Cl.C(O)(=O)C>CO>[NH:20]1[C:24]([CH2:25]/[CH:26]=[CH:27]/[C:28]2[CH:37]=[CH:36][C:31]([C:32]([O:34][CH3:35])=[O:33])=[C:30]([C:38]3[CH:39]=[CH:40][C:41]([F:44])=[CH:42][CH:43]=3)[CH:29]=2)=[CH:23][N:22]=[CH:21]1. Procedure: A solution of methyl 4-[(E)-3-(1-tritylimidazol-5-yl)prop-1-en-1-yl]-2-(4-fluorophenyl)benzoate (7.8 g; 10 mmol), 12N HCl (7.5 ml) and acetic acid (7.5 ml) in methanol (150 ml) was refluxed for 1 hour 30 minutes. After evaporation to dryness and neutralisation with an aqueous solution of ammonium hydroxide, the residue was extracted with dichloromethane and purified by flash chromatography, eluting with a gradient 2-5% ethanol/dichloromethane to give methyl 4-[(E)-3-(imidazol-5-yl)prop-1-en-1-yl... Product: N1C=NC=C1C/C=C/C1=CC(=C(C(=O)OC)C=C1)C1=CC=C(C=C1)F (methyl 4-[(E)-3-(imidazol-5-yl)prop-1-en-1-yl]-2-(4-fluorophenyl)benzoate). The solvent is CO (methanol). Reactants: N1=CC=CC=C1 (Pyridine), NC1=CC(=C(C(=O)OC)C=C1)Cl (methyl 4-amino-2-chlorobenzoate), CN(S(=O)(=O)Cl)C (N,N-Dimethylsulfamoyl chloride). Reagents/catalysts: CN(C)C=1C=CN=CC1 (DMAP). The solvent is C(Cl)Cl (CH2Cl2), C(Cl)Cl (CH2Cl2). Reaction conditions: time 16 hour. Yields the product CN(S(=O)(=O)NC1=CC(=C(C(=O)OC)C=C1)Cl)C (methyl 4-(N,N-dimethylsulfamoyl)amino-2-chlorobenzoate). RXN SMILES: N1C=CC=CC=1.[NH2:7][C:8]1[CH:17]=[CH:16][C:11]([C:12]([O:14][CH3:15])=[O:13])=[C:10]([Cl:18])[CH:9]=1.[CH3:19][N:20]([CH3:25])[S:21](Cl)(=[O:23])=[O:22]>C(Cl)Cl.CN(C1C=CN=CC=1)C>[CH3:19][N:20]([CH3:25])[S:21]([NH:7][C:8]1[CH:17]=[CH:16][C:11]([C:12]([O:14][CH3:15])=[O:13])=[C:10]([Cl:18])[CH:9]=1)(=[O:23])=[O:22]. Procedure: Pyridine (0.4 mL) was added to a solution of methyl 4-amino-2-chlorobenzoate (0.3 g) in CH2Cl2 (10 mL) at 0° C. under N2. N,N-Dimethylsulfamoyl chloride (0.21 mL) was added and the mixture was stirred at room temperature for 16 hours and refluxed for 5 hours. DMAP (0.4 g) was added and the mixture was stirred for 3 hours. The mixture was diluted with CH2Cl2 (100 mL), washed successively with 1N HCl, brine, satd. NaHCO3 and brine, dried and evaporated. The residue was purified by flash column chr... Reactants: CN1Cc2c(Cl)cc(Cl)cc2C(c2cccc(S(=O)(=O)Cl)c2)C1, Cl, COC(=O)CC(N)C(=O)OC, c1ccncc1. Yields the product COC(=O)CC(NS(=O)(=O)c1cccc(C2CN(C)Cc3c(Cl)cc(Cl)cc32)c1)C(=O)OC. Reaction SMILES: [Cl:13][c:14]1[cH:15][c:16]2[c:21]([c:22]([Cl:24])[cH:23]1)[CH2:20][N:19]([CH3:25])[CH2:18][CH:17]2[c:26]1[cH:27][c:28]([S:32](=[O:33])(=[O:34])[Cl:35])[cH:29][cH:30][cH:31]1.[ClH:1].[NH2:2][CH:3]([C:4](=[O:5])[O:6][CH3:7])[CH2:8][C:9](=[O:10])[O:11][CH3:12].[cH:36]1[cH:37][cH:38][n:39][cH:40][cH:41]1>>[NH:2]([CH:3]([C:4](=[O:5])[O:6][CH3:7])[CH2:8][C:9](=[O:10])[O:11][CH3:12])[S:32]([c:28]1[cH:27][c:26]([CH:17]2[c:16]3[cH:15][c:14]([Cl:13])[cH:23][c:22]([Cl:24])[c:21]3[CH2:20][N:19]([CH3:25])[CH2:18]2)[cH:31][cH:30][cH:29]1)(=[O:33])=[O:34].